Dataset: the Open Reaction Database (ORD), a public repository of structured organic reaction records. Task: describe an organic reaction: reactants, conditions, products, and yield Procedure details: A solution of (3S,4S)-3-[(R)-1-(trimethylsilyloxy)-ethyl]-4-[(R)-3-oxo-1,4-dithian-2-yl]azetidin-2-one (650 mg), prepared in Reference Example 14, in dichloromethane (10 ml) was cooled at 0° C. and a solution of pyridine (483 mg) in dichloromethane (2 ml) and a solution of allyl chloroglyoxylate (603 g) in dichloromethane (3 ml) were added. The mixture was stirred at the same temperature for 2 hours. To this mixture was added ethanol (187 mg) at 0° C. and the mixture was stirred for 10 minutes, ... Run at temperature 0 celsius, time 2 hour. As a reaction SMILES: [CH3:1][Si:2]([CH3:19])([CH3:18])[O:3][C@@H:4]([C@@H:6]1[C@@H:9]([C@@H:10]2[C:15](=[O:16])[S:14][CH2:13][CH2:12][S:11]2)[NH:8][C:7]1=[O:17])[CH3:5].N1C=CC=CC=1.Cl[C:27](=[O:34])[C:28]([O:30][CH2:31][CH:32]=[CH2:33])=[O:29].C(O)C>ClCCl.CCOCC>[O:17]=[C:7]1[C@H:6]([C@H:4]([O:3][Si:2]([CH3:18])([CH3:1])[CH3:19])[CH3:5])[C@@H:9]([C@@H:10]2[C:15](=[O:16])[S:14][CH2:13][CH2:12][S:11]2)[N:8]1[C:27](=[O:34])[C:28]([O:30][CH2:31][CH:32]=[CH2:33])=[O:29]. The product is O=C1N([C@@H]([C@H]1[C@@H](C)O[Si](C)(C)C)[C@H]1SCCSC1=O)C(C(=O)OCC=C)=O (allyl [(3S,4S)-2-oxo-4-[ (R)-3-oxo-1,4-dithian-2-yl]-3-[(R)-1-(trimethylsilyloxy)ethyl]azetidin-1-yl]glyoxylate). The reactants are C(C)O (ethanol), N1=CC=CC=C1 (pyridine), ClC(C(=O)OCC=C)=O (allyl chloroglyoxylate), C[Si](O[C@H](C)[C@H]1C(N[C@@H]1[C@H]1SCCSC1=O)=O)(C)C ((3S,4S)-3-[(R)-1-(trimethylsilyloxy)-ethyl]-4-[(R)-3-oxo-1,4-dithian-2-yl]azetidin-2-one). Run in CCOCC (ether), ClCCl (dichloromethane), ClCCl (dichloromethane), ClCCl (dichloromethane). Yield: 97.2%. Yield: 11.5%. Reaction SMILES: [Cl:1][C:2]1[CH:7]=[CH:6][CH:5]=[C:4]([Cl:8])[C:3]=1[NH:9][C:10]1[NH:22][C:21]2[C:16]3[N:17]=[C:18]([CH3:20])[O:19][C:15]=3[C:14]([C:23](O)=[O:24])=[CH:13][C:12]=2[N:11]=1.C(Cl)(=O)C(Cl)=O.[F:32][C:33]1([F:40])[CH2:38][CH2:37][CH:36]([NH2:39])[CH2:35][CH2:34]1.CCN(C(C)C)C(C)C>C1COCC1>[Cl:1][C:2]1[CH:7]=[CH:6][CH:5]=[C:4]([Cl:8])[C:3]=1[NH:9][C:10]1[NH:22][C:21]2[C:16]3[N:17]=[C:18]([CH3:20])[O:19][C:15]=3[C:14]([C:23]([NH:39][CH:36]3[CH2:37][CH2:38][C:33]([F:40])([F:32])[CH2:34][CH2:35]3)=[O:24])=[CH:13][C:12]=2[N:11]=1. Run in C1CCOC1 (THF). Reactants: ClC1=C(C(=CC=C1)Cl)NC1=NC=2C=C(C3=C(N=C(O3)C)C2N1)C(=O)O (7-[(2,6-dichlorophenyl)amino]-2-methyl-8H-imidazo[4,5-e][1,3]benzoxazole-4-carboxylic acid), CCN(C(C)C)C(C)C (DIPEA), TEA, C(C(=O)Cl)(=O)Cl (oxalyl chloride), FC1(CCC(CC1)N)F (4,4-difluorocyclohexanamine). Procedure details: The title compound was prepared following the procedure described for Example-177 using 7-[(2,6-dichlorophenyl)amino]-2-methyl-8H-imidazo[4,5-e][1,3]benzoxazole-4-carboxylic acid (Intermediate-55, 0.100 g, 0.265 mmol), oxalyl chloride (0.2 mL), 4,4-difluorocyclohexanamine (0.069 g, 0.397 mmol), THF (5.0 mL), DIPEA (0.103 g, 0.795 mmol) and TEA (0.2 mL). The obtained crude product was further purified by column chromatography on neutral alumina eluting with 1.5-2.0% MeOH:DCM to afford 0.015 g of ... Yields the product ClC1=C(C(=CC=C1)Cl)NC1=NC=2C=C(C3=C(N=C(O3)C)C2N1)C(=O)NC1CCC(CC1)(F)F (7-[(2,6-Dichlorophenyl)amino]-N-(4,4-difluorocyclohexyl)-2-methyl-8H-imidazo[4,5-e][1,3]benzoxazole-4-carboxamide). The reactants are CC(=O)[O-], CCO, COc1ccc(Cl)cc1C1CC(=O)CC(=O)C1, [NH4+]. Yields the product COc1ccc(Cl)cc1C1CC(=O)C=C(N)C1. Reaction SMILES: [CH3:19][C:20](=[O:21])[O-:22].[CH3:23][CH2:24][OH:25].[Cl:1][c:2]1[cH:3][cH:4][c:5]([O:16][CH3:17])[c:6]([CH:8]2[CH2:9][C:10](=[O:15])[CH2:11][C:12](=[O:14])[CH2:13]2)[cH:7]1.[NH4+:18]>>[Cl:1][c:2]1[cH:3][cH:4][c:5]([O:16][CH3:17])[c:6]([CH:8]2[CH2:9][C:10](=[O:15])[CH:11]=[C:12]([NH2:18])[CH2:13]2)[cH:7]1. The reactants are NC1=NNC=C1C=1OC=CC1 (3-amino-4-furanylpyrazole), CN(C=CC(=O)C=1C=C(C=CC1)NC(C)=O)C (N-[3-[3-(Dimethylamino)-1-oxo-2-propenyl]phenyl]acetamide), C([O-])(O)=O.[Na+] (sodium bicarbonate), C(Cl)Cl (methylene chloride). Solvent: C(C)(=O)O (acetic acid). The product is O1C(=CC=C1)C(=O)C=1C=NN2C1N=CC=C2C=2C=C(C=CC2)NC(C)=O (N-[3-[3-(2-Furancarbonyl)pyrazolo[1,5-a]pyrimidin-7-yl]phenyl]acetamide). RXN SMILES: [NH2:1][C:2]1[C:6]([C:7]2[O:8][CH:9]=[CH:10][CH:11]=2)=[CH:5][NH:4][N:3]=1.CN(C)[CH:14]=[CH:15][C:16]([C:18]1[CH:19]=[C:20]([NH:24][C:25](=[O:27])[CH3:26])[CH:21]=[CH:22][CH:23]=1)=O.[C:29](=O)(O)[O-:30].[Na+].C(Cl)Cl>C(O)(=O)C>[O:30]1[CH:29]=[CH:9][CH:10]=[C:11]1[C:7]([C:6]1[CH:5]=[N:4][N:3]2[C:16]([C:18]3[CH:19]=[C:20]([NH:24][C:25](=[O:27])[CH3:26])[CH:21]=[CH:22][CH:23]=3)=[CH:15][CH:14]=[N:1][C:2]=12)=[O:8] |f:2.3|. Reported procedure: A solution of 1.77 g of 3-amino-4-furanylpyrazole and 2.32 g of N-[3-[3-(dimethylamino)-1-oxo-2-propenyl]phenyl]acetamide (Example 168) in 50 ml of glacial acetic acid was refluxed for 10 hours. Evaporation of the reaction mixture gave a solid which was treated with a saturated sodium bicarbonate solution and 200 ml of methylene chloride. The solid that precipitated was recovered by filtration and proved to be the desired product (2.57 g, mp 195°-196° C.). An additional quantity of product was i...